describe an organic reaction: reactants, conditions, products, and yield From a dataset of the Open Reaction Database (ORD), a public repository of structured organic reaction records. Yields the product CC#CCn1c(Br)nc(C=O)c1C(=O)OCC. Reaction SMILES: [Br:18][c:19]1[n:20]([CH2:34][C:35]#[C:36][CH3:37])[c:21]([C:29](=[O:30])[O:31][CH2:32][CH3:33])[c:22]([C:24](=[O:25])[O:26][CH2:27][CH3:28])[n:23]1.[Br:1][c:2]1[n:3]([CH2:4][CH:5]=[C:6]([CH3:7])[CH3:8])[c:9]([C:10]([O:11][CH3:12])=[O:13])[c:14]([CH:15]=[O:16])[n:17]1.[CH3:38][CH:39]([CH2:40][AlH:41][CH2:42][CH:43]([CH3:44])[CH3:45])[CH3:46].[O:47]1[CH2:48][CH2:49][CH2:50][CH2:51]1>>[Br:18][c:19]1[n:20]([CH2:34][C:35]#[C:36][CH3:37])[c:21]([C:29](=[O:30])[O:31][CH2:32][CH3:33])[c:22]([CH:24]=[O:25])[n:23]1. Reactants: CC#CCn1c(Br)nc(C(=O)OCC)c1C(=O)OCC, COC(=O)c1c(C=O)nc(Br)n1CC=C(C)C, CC(C)C[AlH]CC(C)C, C1CCOC1. Reactants: C(C)OC(CC1=CC(=C(C=C1)OC)C1=NC2=CC=CC=C2C=C1CNCC)=O ([3-(3-ethylaminomethyl-quinolin-2-yl)-4-methoxy-phenyl]-acetic acid ethyl ester), C1(=C(C(=C(C(=C1F)F)F)N)F)N.Cl.Cl (dihydrochloride), C(C)(=O)OC(C)=O (acetic anhydride). Yields the product C(C)OC(CC1=CC(=C(C=C1)OC)C1=NC2=CC=CC=C2C=C1CN(CC)C(C)=O)=O ((3-{3-[(Acetyl-ethyl-amino)-methyl]-quinolin-2-yl}-4-methoxy-phenyl)-acetic acid ethyl ester). RXN SMILES: [CH2:1]([O:3][C:4](=[O:28])[CH2:5][C:6]1[CH:11]=[CH:10][C:9]([O:12][CH3:13])=[C:8]([C:14]2[C:23]([CH2:24][NH:25][CH2:26][CH3:27])=[CH:22][C:21]3[C:16](=[CH:17][CH:18]=[CH:19][CH:20]=3)[N:15]=2)[CH:7]=1)[CH3:2].C1(N)C(F)=C(F)C(F)=C(N)C=1F.Cl.Cl.[C:43](OC(=O)C)(=[O:45])[CH3:44]>>[CH2:1]([O:3][C:4](=[O:28])[CH2:5][C:6]1[CH:11]=[CH:10][C:9]([O:12][CH3:13])=[C:8]([C:14]2[C:23]([CH2:24][N:25]([C:43](=[O:45])[CH3:44])[CH2:26][CH3:27])=[CH:22][C:21]3[C:16](=[CH:17][CH:18]=[CH:19][CH:20]=3)[N:15]=2)[CH:7]=1)[CH3:2] |f:1.2.3|. Reported procedure: Prepared according to the procedure described in Example 5, Step 5, using the following starting materials: [3-(3-ethylaminomethyl-quinolin-2-yl)-4-methoxy-phenyl]-acetic acid ethyl ester; dihydrochloride and acetic anhydride. Reactants: CCCCOC1c2ccccc2C(=O)N(CC(C)C)C1(C=CC(=O)O)CNC(=O)OC(C)(C)C, CCN=C=NCCCN(C)C, CN(C)C=O, Cl, [NH4+], O, On1nnc2ccccc21. The product is CCCCOC1c2ccccc2C(=O)N(CC(C)C)C1(C=CC(N)=O)CNC(=O)OC(C)(C)C. RXN SMILES: [CH2:1]([CH2:2][CH2:3][CH3:4])[O:5][CH:6]1[C:7]([CH2:21][NH:22][C:23](=[O:24])[O:25][C:26]([CH3:27])([CH3:28])[CH3:29])([CH:30]=[CH:31][C:32](=[O:33])[OH:34])[N:8]([CH2:17][CH:18]([CH3:19])[CH3:20])[C:9](=[O:16])[c:10]2[cH:11][cH:12][cH:13][cH:14][c:15]21.[CH2:36]([N:38]=[C:37]=[N:39][CH2:40][CH2:41][CH2:42][N:43]([CH3:44])[CH3:45])[CH3:46].[CH3:59][N:60]([CH3:61])[CH:62]=[O:63].[ClH:35].[NH4+:47].[OH2:58].[OH:48][n:49]1[c:50]2[cH:51][cH:52][cH:53][cH:54][c:55]2[n:56][n:57]1>>[CH2:1]([CH2:2][CH2:3][CH3:4])[O:5][CH:6]1[C:7]([CH2:21][NH:22][C:23](=[O:24])[O:25][C:26]([CH3:27])([CH3:28])[CH3:29])([CH:30]=[CH:31][C:32](=[O:33])[NH2:38])[N:8]([CH2:17][CH:18]([CH3:19])[CH3:20])[C:9](=[O:16])[c:10]2[cH:11][cH:12][cH:13][cH:14][c:15]21. Starting materials: NN1CCNCC1 (1-Aminopiperazine), ClC=1C=CC2=C(C=C(O2)C=O)C1 (5-chlorobenzofuran-2-aldehyde). The solvent is C(C)(C)O (isopropyl alcohol). Run at time 16 hour. The product is N1(CCNCC1)N=CC=1OC2=C(C1)C=C(C=C2)Cl (piperazin-1-yl-(5-chlorobenzofuran-2-yl methylene)amine). Yield: 98.3%. RXN SMILES: [NH2:1][N:2]1[CH2:7][CH2:6][NH:5][CH2:4][CH2:3]1.[Cl:8][C:9]1[CH:10]=[CH:11][C:12]2[O:16][C:15]([CH:17]=O)=[CH:14][C:13]=2[CH:19]=1>C(O)(C)C>[N:2]1([N:1]=[CH:17][C:15]2[O:16][C:12]3[CH:11]=[CH:10][C:9]([Cl:8])=[CH:19][C:13]=3[CH:14]=2)[CH2:7][CH2:6][NH:5][CH2:4][CH2:3]1. Procedure: 1-Aminopiperazine (29 g, 287 mmol) was dissolved in isopropyl alcohol (173 ml), to which 5-chlorobenzofuran-2-aldehyde (34.52 g, 191 mmol) was added, and the mixture was stirred at room temperature for 16 hours. The reaction mixture was concentrated under reduced pressure, and the residue was purified by silica gel column chromatography to afford piperazin-1-yl-(5-chlorobenzofuran-2-yl methylene)amine (49.49 g, yield 98%) as a yellow crystalline powder.